From a dataset of the Open Reaction Database (ORD), a public repository of structured organic reaction records. describe an organic reaction: reactants, conditions, products, and yield Starting materials: CS(=O)(=O)C1=CC=C(C(CC(C(=O)OC)C(=O)C)=O)C=C1 (methyl 2-(4-methylsulfonylphenacyl)acetoacetate), FC1=CC=C(N)C=C1 (4-fluoroaniline). Solvent: C(C)(=O)O (acetic acid). Product: FC1=CC=C(C=C1)N1C(=CC(=C1C)C(=O)OC)C1=CC=C(C=C1)S(=O)(=O)C (1-(4-Fluorophenyl)-4-methoxycarbonyl-5-methyl-2-(4-methylsulfonylphenyl)pyrrole). The yield is 92.0%. RXN SMILES: [CH3:1][S:2]([C:5]1[CH:21]=[CH:20][C:8]([C:9](=O)[CH2:10][CH:11]([C:16]([CH3:18])=O)[C:12]([O:14][CH3:15])=[O:13])=[CH:7][CH:6]=1)(=[O:4])=[O:3].[F:22][C:23]1[CH:29]=[CH:28][C:26]([NH2:27])=[CH:25][CH:24]=1>C(O)(=O)C>[F:22][C:23]1[CH:29]=[CH:28][C:26]([N:27]2[C:16]([CH3:18])=[C:11]([C:12]([O:14][CH3:15])=[O:13])[CH:10]=[C:9]2[C:8]2[CH:20]=[CH:21][C:5]([S:2]([CH3:1])(=[O:4])=[O:3])=[CH:6][CH:7]=2)=[CH:25][CH:24]=1. Reported procedure: 3.00 g (9.6 mmol) of methyl 2-(4-methylsulfonylphenacyl)acetoacetate [prepared as described in step (ii) above] were dissolved in 100 ml of acetic acid and 0.97 g (8.7 mmol) of 4-fluoroaniline was added to the resulting solution. The resulting mixture was then heated under reflux for 5 hours. At the end of this time, the solvent was removed by distillation under reduced pressure, a saturated aqueous solution of sodium hydrogencarbonate was added to the residue and the mixture was extracted with ... Starting materials: CC#N, CN(C)C=O, O, O=S(Cl)Cl, c1ccncc1, c1ccccc1, Nc1csc(-c2cccnc2)n1, O=C(O)c1nnn[nH]1. The product is O=C(Nc1csc(-c2cccnc2)n1)c1nnn[nH]1. RXN SMILES: [CH3:30][C:31]#[N:32].[O:1]=[CH:2][N:3]([CH3:4])[CH3:5].[OH2:39].[S:6]([Cl:7])([Cl:8])=[O:9].[cH:33]1[cH:34][cH:35][n:36][cH:37][cH:38]1.[cH:40]1[cH:41][cH:42][cH:43][cH:44][cH:45]1.[n:18]1[cH:19][c:20](-[c:24]2[s:25][cH:26][c:27]([NH2:29])[n:28]2)[cH:21][cH:22][cH:23]1.[nH:10]1[n:11][n:12][n:13][c:14]1[C:15](=[O:16])[OH:17]>>[n:10]1[n:11][n:12][nH:13][c:14]1[C:15](=[O:17])[NH:29][c:27]1[cH:26][s:25][c:24](-[c:20]2[cH:19][n:18][cH:23][cH:22][cH:21]2)[n:28]1.